This data is from the Open Reaction Database (ORD), a public repository of structured organic reaction records. The task is: describe an organic reaction: reactants, conditions, products, and yield Reaction SMILES: ClC(Cl)C.[F:5][C:6]1[CH:11]=[CH:10][CH:9]=[CH:8][C:7]=1[C:12]1[C:18]2[CH:19]=[C:20]([N:23]=[C:24]=[O:25])[CH:21]=[CH:22][C:17]=2[N:16]([CH3:26])[C:15](=[O:27])[CH2:14][N:13]=1.[NH2:28]C1C=CC2N(C)C(=O)CN=C(C3C=CC=CC=3F)C=2C=1.[NH2:49][CH2:50][CH:51]([OH:53])[CH3:52]>ClCCCl>[NH2:28][C:24]([NH2:23])=[O:25].[F:5][C:6]1[CH:11]=[CH:10][CH:9]=[CH:8][C:7]=1[C:12]1[C:18]2[CH:19]=[C:20]([NH:23][C:24]([NH:49][CH2:50][CH:51]([OH:53])[CH3:52])=[O:25])[CH:21]=[CH:22][C:17]=2[N:16]([CH3:26])[C:15](=[O:27])[CH2:14][N:13]=1 |f:5.6|. Run in ClCCCl (1,2-dichloroethane). Reported procedure: A dichloroethane solution of [5-(o-fluorophenyl)-2,3-dihydro-1-methyl-2-oxo-1H-1,4-benzodiazepin-7-yl]isocyanate, prepared as described in paragraph (a) of Example 1 from 12.5 g (0.044 M) of 7-amino-5-(o-fluorophenyl)-1,3-dihydro-1-methyl-2H-1,4-benzodiazepin-2-one, is added to a solution of 8 g of 1-amino-2-propanol in 100 ml of 1,2-dichloroethane, the mixture is stirred at room temperature for 15 minutes and then concentrated. The residue is purified on a 300 g silica gel column using methylen... Product: NC(=O)N.FC1=C(C=CC=C1)C1=NCC(N(C2=C1C=C(C=C2)NC(=O)NCC(C)O)C)=O (rac-1-[5-(o-fluorophenyl)-2,3-dihydro-1-methyl-2-oxo-1H-1,4-benzodiazepin-7-yl]-3-(2-hydroxypropyl)urea urea). The reactants are NCC(C)O (1-amino-2-propanol), NC=1C=CC2=C(C(=NCC(N2C)=O)C2=C(C=CC=C2)F)C1 (7-amino-5-(o-fluorophenyl)-1,3-dihydro-1-methyl-2H-1,4-benzodiazepin-2-one), ClC(C)Cl (dichloroethane), FC1=C(C=CC=C1)C1=NCC(N(C2=C1C=C(C=C2)N=C=O)C)=O ([5-(o-fluorophenyl)-2,3-dihydro-1-methyl-2-oxo-1H-1,4-benzodiazepin-7-yl]isocyanate), ( a ). Reaction conditions: time 15 minute. Reactants: O=C1C2=C(CCC3=C1C=CC(=C3)C(C(=O)N)C)C=CC=C2 (2-(5-oxo-10,11-dihydrodibenzo[a,d]cyclohepten-2-yl)propionamide), S(O)(O)(=O)=O (sulphuric acid). Solvent: O (water). Conditions: temperature 110 celsius, time 3 hour. The product is O=C1C2=C(CCC3=C1C=CC(=C3)C(C(=O)O)C)C=CC=C2 (2-(5-oxo-10,11-dihydrodibenzo[a,d]cyclohepten-2-yl)propionic acid). As a reaction SMILES: [O:1]=[C:2]1[C:8]2[CH:9]=[CH:10][C:11]([CH:13]([CH3:17])[C:14](N)=[O:15])=[CH:12][C:7]=2[CH2:6][CH2:5][C:4]2[CH:18]=[CH:19][CH:20]=[CH:21][C:3]1=2.S(=O)(=O)(O)[OH:23]>O>[O:1]=[C:2]1[C:8]2[CH:9]=[CH:10][C:11]([CH:13]([CH3:17])[C:14]([OH:23])=[O:15])=[CH:12][C:7]=2[CH2:6][CH2:5][C:4]2[CH:18]=[CH:19][CH:20]=[CH:21][C:3]1=2. Procedure: A suspension of 2-(5-oxo-10,11-dihydrodibenzo[a,d]cyclohepten-2-yl)propionamide (15 g.) in a mixture of sulphuric acid (d = 1.36; 50 cc.) and water (60 cc.) is heated with vigorous stirring for 3 hours at 110°C. After cooling, the product which precipitates is filtered off and then added to N sodium hydroxide solution (55 cc.). The alkaline solution, clarified by filtration, is acidified acid adding N hydrochloric cid (60 cc.). The product which precipitates is filtered off, dried and then recry... Reactants: C(C)OC(=O)N1C2CC(CC1CC2)C(=O)O (8-(ethoxycarbonyl)-8-azabicyclo[3.2.1]octane-3-carboxylic acid), C1(C=CCCC1)O (2-cyclohexen-1-ol), C(CCl)Cl (EDC). Reagents/catalysts: CN(C)C=1C=CN=CC1 (DMAP). Run in ClCCl (dichloromethane). Reaction conditions: time 8 hour. Yields the product C12CC(CC(CC1)N2C(=O)OCC)C(=O)OC2C=CCCC2 (3-cyclohex-2-en-1-yl 8-ethyl 8-azabicyclo[3.2.1]octane-3,8-dicarboxylate). RXN SMILES: [CH2:1]([O:3][C:4]([N:6]1[CH:11]2[CH2:12][CH2:13][CH:7]1[CH2:8][CH:9]([C:14]([OH:16])=[O:15])[CH2:10]2)=[O:5])[CH3:2].[CH:17]1(O)[CH2:22][CH2:21][CH2:20][CH:19]=[CH:18]1.C(Cl)CCl>ClCCl.CN(C1C=CN=CC=1)C>[CH:7]12[N:6]([C:4]([O:3][CH2:1][CH3:2])=[O:5])[CH:11]([CH2:12][CH2:13]1)[CH2:10][CH:9]([C:14]([O:16][CH:22]1[CH2:21][CH2:20][CH2:19][CH:18]=[CH:17]1)=[O:15])[CH2:8]2. Reported procedure: To a solution of 8-(ethoxycarbonyl)-8-azabicyclo[3.2.1]octane-3-carboxylic acid (1-4) (1.88 g, 8.27 mmol) in dichloromethane (30.0 mL) was added 2-cyclohexen-1-ol (0.812 g, 8.27 mmol, Aldrich), EDC (2.38 g, 12.4 mmol), and DMAP (0.100 g). The mixture was stirred at room temperature overnight and quenched with EtOAc (200 mL). The organic solution was washed with a 5% aqueous HCl solution (100 mL), saturated aqueous solution of NaHCO3 (100 mL), and brine (100 mL), and dried over anhydrous MgSO4, a... Starting materials: [N+](=[N-])=C (diazomethane), ice, C(C1=CC=CC=C1)(=O)NC1[C@@H]2N(C(=C(CS2=O)C)C(=O)O)C1=O (7-benzamido-3-methyl-3-cephem-4-carboxylic acid-1-oxide). Run in ClCCl (dichloromethane). Product: C(C1=CC=CC=C1)(=O)NC1[C@@H]2N(C(=C(CS2=O)C)C(=O)OC)C1=O (methyl 7-benzamido-3-methyl-3-cephem-4-carboxylate-1-oxide). Isolated yield 86.6%. RXN SMILES: [N+](=[CH2:3])=[N-].[C:4]([NH:12][CH:13]1[C:25](=[O:26])[N:15]2[C:16]([C:22]([OH:24])=[O:23])=[C:17]([CH3:21])[CH2:18][S:19](=[O:20])[C@H:14]12)(=[O:11])[C:5]1[CH:10]=[CH:9][CH:8]=[CH:7][CH:6]=1>ClCCl>[C:4]([NH:12][CH:13]1[C:25](=[O:26])[N:15]2[C:16]([C:22]([O:24][CH3:3])=[O:23])=[C:17]([CH3:21])[CH2:18][S:19](=[O:20])[C@H:14]12)(=[O:11])[C:5]1[CH:10]=[CH:9][CH:8]=[CH:7][CH:6]=1. Reported procedure: An excess of an ethereal diazomethane solution was added to an ice-cooled suspension of 5 gm of 7-benzamido-3-methyl-3-cephem-4-carboxylic acid-1-oxide in 150 ml of dichloromethane and the mixture was stirred for half an hour. Then, excess diazomethane was destroyed with acetic acid and methanol was added. The mixture was evaporated to dryness in vacuo and the residue was crystallized from methanol to obtain 4.5 gm (86.6% yield) of methyl 7-benzamido-3-methyl-3-cephem-4-carboxylate-1-oxide.